Dataset: the Open Reaction Database (ORD), a public repository of structured organic reaction records. Task: describe an organic reaction: reactants, conditions, products, and yield Reactants: CC(C)(C)OC(=O)Nc1ccc(Cl)cc1C=CC(=O)O, ClCCl, CC1CN(Cc2ccc(F)cc2)CCN1. Product: CC1CN(Cc2ccc(F)cc2)CCN1C(=O)C=Cc1cc(Cl)ccc1NC(=O)OC(C)(C)C. As a reaction SMILES: [C:1]([CH3:2])([CH3:3])([CH3:4])[O:5][C:6](=[O:7])[NH:8][c:9]1[c:10]([CH:16]=[CH:17][C:18](=[O:19])[OH:20])[cH:11][c:12]([Cl:15])[cH:13][cH:14]1.[Cl:36][CH2:37][Cl:38].[F:21][c:22]1[cH:23][cH:24][c:25]([CH2:26][N:27]2[CH2:28][CH:29]([CH3:33])[NH:30][CH2:31][CH2:32]2)[cH:34][cH:35]1>>[C:1]([CH3:2])([CH3:3])([CH3:4])[O:5][C:6](=[O:7])[NH:8][c:9]1[c:10]([CH:16]=[CH:17][C:18](=[O:20])[N:30]2[CH:29]([CH3:33])[CH2:28][N:27]([CH2:26][c:25]3[cH:24][cH:23][c:22]([F:21])[cH:35][cH:34]3)[CH2:32][CH2:31]2)[cH:11][c:12]([Cl:15])[cH:13][cH:14]1.